Task: describe an organic reaction: reactants, conditions, products, and yield. Dataset: the Open Reaction Database (ORD), a public repository of structured organic reaction records Starting materials: Nc1n[nH]c(-c2ccccc2)c1Br, Nc1cc[nH]n1, C1CCOC1, O=C1Nc2ccccc2C1=CO, O=C1Nc2ccc(Cl)cc2C1=CO. Yields the product O=C1Nc2ccc(Cl)cc2C1=CNc1n[nH]c(-c2ccccc2)c1Br. Reaction SMILES: [Br:26][c:27]1[c:28]([NH2:38])[n:29][nH:30][c:31]1-[c:32]1[cH:33][cH:34][cH:35][cH:36][cH:37]1.[NH2:39][c:40]1[cH:41][cH:42][nH:43][n:44]1.[O:45]1[CH2:46][CH2:47][CH2:48][CH2:49]1.[OH:14][CH:15]=[C:16]1[C:17](=[O:18])[NH:19][c:20]2[c:21]1[cH:22][cH:23][cH:24][cH:25]2.[OH:1][CH:2]=[C:3]1[C:4](=[O:13])[NH:5][c:6]2[cH:7][cH:8][c:9]([Cl:12])[cH:10][c:11]21>>[CH:2](=[C:3]1[C:4](=[O:13])[NH:5][c:6]2[cH:7][cH:8][c:9]([Cl:12])[cH:10][c:11]21)[NH:38][c:28]1[c:27]([Br:26])[c:31](-[c:32]2[cH:33][cH:34][cH:35][cH:36][cH:37]2)[nH:30][n:29]1.